Dataset: the Open Reaction Database (ORD), a public repository of structured organic reaction records. Task: describe an organic reaction: reactants, conditions, products, and yield Starting materials: C1CCOC1, CS(=O)(=O)N1CCN(c2ncc(OCC(F)(F)F)cn2)CC1, C[Si](C)(C)[N-][Si](C)(C)C, [Li+], CCOC(=O)CCCc1ncccn1. Product: O=C(CCCc1ncccn1)CS(=O)(=O)N1CCN(c2ncc(OCC(F)(F)F)cn2)CC1. RXN SMILES: [CH2:47]1[O:48][CH2:49][CH2:50][CH2:51]1.[CH3:1][S:2](=[O:3])(=[O:4])[N:5]1[CH2:6][CH2:7][N:8]([c:11]2[n:12][cH:13][c:14]([O:17][CH2:18][C:19]([F:20])([F:21])[F:22])[cH:15][n:16]2)[CH2:9][CH2:10]1.[CH3:24][Si:25]([N-:26][Si:27]([CH3:28])([CH3:29])[CH3:30])([CH3:31])[CH3:32].[Li+:23].[n:33]1[c:34]([CH2:39][CH2:40][CH2:41][C:42](=[O:43])[O:44][CH2:45][CH3:46])[n:35][cH:36][cH:37][cH:38]1>>[CH2:1]([S:2](=[O:3])(=[O:4])[N:5]1[CH2:6][CH2:7][N:8]([c:11]2[n:12][cH:13][c:14]([O:17][CH2:18][C:19]([F:20])([F:21])[F:22])[cH:15][n:16]2)[CH2:9][CH2:10]1)[C:42]([CH2:41][CH2:40][CH2:39][c:34]1[n:33][cH:38][cH:37][cH:36][n:35]1)=[O:43].